From a dataset of the Open Reaction Database (ORD), a public repository of structured organic reaction records. describe an organic reaction: reactants, conditions, products, and yield The reactants are CN(C)S(=O)(=O)n1ccnc1-c1cc(Cl)nc(Cl)n1, Cl, [Na+], O=C([O-])O. Yields the product Clc1cc(-c2ncc[nH]2)nc(Cl)n1. Reaction SMILES: [Cl:1][c:2]1[n:3][c:4](-[c:9]2[n:10]([S:14](=[O:15])(=[O:16])[N:17]([CH3:18])[CH3:19])[cH:11][cH:12][n:13]2)[cH:5][c:6]([Cl:8])[n:7]1.[ClH:25].[Na+:24].[O-:20][C:21]([OH:22])=[O:23]>>[Cl:1][c:2]1[n:3][c:4](-[c:9]2[n:10][cH:11][cH:12][nH:13]2)[cH:5][c:6]([Cl:8])[n:7]1. Starting materials: CC1=C(CP(OCC)(OCC)=O)C=CC=C1 (diethyl 2-methylbenzylphosphonate), BrBr (Br2). Run in P(=O)(OC)(OC)OC (trimethyl phosphate), O (water). The product is CC1=C(CP(OCC)(OCC)=O)C=CC(=C1)Br (Diethyl 2-methyl-4-bromobenzylphosphonate). RXN SMILES: [CH3:1][C:2]1[CH:16]=[CH:15][CH:14]=[CH:13][C:3]=1[CH2:4][P:5](=[O:12])([O:9][CH2:10][CH3:11])[O:6][CH2:7][CH3:8].[Br:17]Br>P(OC)(OC)(OC)=O.O>[CH3:1][C:2]1[CH:16]=[C:15]([Br:17])[CH:14]=[CH:13][C:3]=1[CH2:4][P:5](=[O:12])([O:9][CH2:10][CH3:11])[O:6][CH2:7][CH3:8]. Reported procedure: 10 g (42 mmol) of diethyl 2-methylbenzylphosphonate were dissolved in 60 ml of trimethyl phosphate and the solution was introduced into a flask protected from light and moisture. 16 g (0.05 mol) of Br2 were added dropwise, while stirring. The mixture was stirred at 90° C. for 15 hours and, after cooling, was diluted with 100 ml of water and extracted three times with 100 ml of n-hexane each time. The organic phase wa dried, concentrated and distilled. Reactants: Cl (hydrochloric acid), ClC1=CC=C(C=C1)C1=CC(=NO1)C1=CC=C(C(=O)OC)C=C1 (methyl 4-[5-(4-chlorophenyl)-3-isoxazolyl]benzoate), [OH-].[Na+] (sodium hydroxide), O1CCCC1 (tetrahydrofuran). The solvent is O (water), CO (methanol). Conditions: temperature 60 celsius, time 1 hour. Yields the product ClC1=CC=C(C=C1)C1=CC(=NO1)C1=CC=C(C(=O)O)C=C1 (4-[5-(4-chlorophenyl)-3-isoxazolyl]benzoic acid). The yield is 92.3%. As a reaction SMILES: [Cl:1][C:2]1[CH:7]=[CH:6][C:5]([C:8]2[O:12][N:11]=[C:10]([C:13]3[CH:22]=[CH:21][C:16]([C:17]([O:19]C)=[O:18])=[CH:15][CH:14]=3)[CH:9]=2)=[CH:4][CH:3]=1.[OH-].[Na+].O1CCCC1.Cl>O.CO>[Cl:1][C:2]1[CH:3]=[CH:4][C:5]([C:8]2[O:12][N:11]=[C:10]([C:13]3[CH:22]=[CH:21][C:16]([C:17]([OH:19])=[O:18])=[CH:15][CH:14]=3)[CH:9]=2)=[CH:6][CH:7]=1 |f:1.2|. Procedure details: A mixture of methyl 4-[5-(4-chlorophenyl)-3-isoxazolyl]benzoate (1.35 g), 1 M aqueous sodium hydroxide solution (10 ml), tetrahydrofuran (20 ml) and methanol (10 ml) was stirred at 60° C. for 1 hr. After cooling, the reaction mixture was poured into water, and 1 M hydrochloric acid (10 ml) was added. The crystals were collected by filtration, and recrystallized from tetrahydrofuran-hexane to give 4-[5-(4-chlorophenyl)-3-isoxazolyl]benzoic acid (1.19 g, yield 92%) as colorless crystals. melting p... Starting materials: ClC1=C(C(=O)OCC)C=CC=N1 (ethyl 2-chloronicotinate), C1(=CC=CC=C1)C=1C=NNC1 (4-phenylpyrazole), C(=O)([O-])[O-].[K+].[K+] (K2CO3), O (H2O). Reagents/catalysts: C1COCCOCCOCCOCCOCCO1 (18-crown-6). Solvent: CN(C=O)C (N,N-dimethylformamide). Conditions: temperature 130 celsius, time 6 hour. Product: C1(=CC=CC=C1)C=1C=NN(C1)C1=NC=CC=C1C(=O)OCC (Ethyl 2-(4-phenyl-1H-pyrazol-1-yl)pyridine-3-carboxylate). Yield: 79.8%. As a reaction SMILES: Cl[C:2]1[N:12]=[CH:11][CH:10]=[CH:9][C:3]=1[C:4]([O:6][CH2:7][CH3:8])=[O:5].[C:13]1([C:19]2[CH:20]=[N:21][NH:22][CH:23]=2)[CH:18]=[CH:17][CH:16]=[CH:15][CH:14]=1.C([O-])([O-])=O.[K+].[K+].O>CN(C)C=O.C1OCCOCCOCCOCCOCCOC1>[C:13]1([C:19]2[CH:20]=[N:21][N:22]([C:2]3[C:3]([C:4]([O:6][CH2:7][CH3:8])=[O:5])=[CH:9][CH:10]=[CH:11][N:12]=3)[CH:23]=2)[CH:14]=[CH:15][CH:16]=[CH:17][CH:18]=1 |f:2.3.4|. Reported procedure: A mixture of 3.6 g of ethyl 2-chloronicotinate (19.4 mmol), 1.3 g of 4-phenylpyrazole (8.12 mmol), 4.4 g of K2CO3, 40 mg of 18-crown-6 and 30 mg of KI in 30 ml of N,N-dimethylformamide was stirred at 130° C. for 6 hours. For workup, H2O was added and, after extraction with ethyl acetate, the organic phase was washed with H2O and sat. NaCl solution. The crude product obtained after drying and concentration of the solution was purified by chromatography on silica gel (eluent: CH2Cl2/methanol 1-10%...